The task is: describe an organic reaction: reactants, conditions, products, and yield. This data is from the Open Reaction Database (ORD), a public repository of structured organic reaction records. Starting materials: [BH4-].[Na+] (NaBH4), Cl.ClC=1C=C2CCN3C2=C(C(=NC2=C3C=CC=C2)C2=CC=CC=C2)C1 (4-chloro-1,2-dihydro-6-phenylindolo[1,7-ab][1,5]benzodiazepine hydrochloride), O (water). Run in C(Cl)(Cl)Cl (CHCl3), C(C)O (ethanol). Run at time 70 minute. The product is ClC=1C=C2CCN3C2=C(C(NC2=C3C=CC=C2)C2=CC=CC=C2)C1 (4-chloro-6-phenyl-1,2,6,7-tetrahydroindolo[1,7-ab][1,5]benzodiazepine). As a reaction SMILES: [BH4-].[Na+].Cl.[Cl:4][C:5]1[CH:6]=[C:7]2[C:11]3=[C:12]([CH:27]=1)[C:13]([C:21]1[CH:26]=[CH:25][CH:24]=[CH:23][CH:22]=1)=[N:14][C:15]1[CH:20]=[CH:19][CH:18]=[CH:17][C:16]=1[N:10]3[CH2:9][CH2:8]2.O>C(O)C.C(Cl)(Cl)Cl>[Cl:4][C:5]1[CH:6]=[C:7]2[C:11]3=[C:12]([CH:27]=1)[CH:13]([C:21]1[CH:22]=[CH:23][CH:24]=[CH:25][CH:26]=1)[NH:14][C:15]1[CH:20]=[CH:19][CH:18]=[CH:17][C:16]=1[N:10]3[CH2:9][CH2:8]2 |f:0.1,2.3|. Reported procedure: 1.65 g NaBH4 is added portionwise over 6 minutes to rapidly stirred ice cold slurry of 4.0 g 4-chloro-1,2-dihydro-6-phenylindolo[1,7-ab][1,5]benzodiazepine hydrochloride in 50 ml absolute ethanol under N2. After 70 minutes at 0° C., water is added dropwise over 10 minutes and the reaction mixture is concentrated to leave an oil. The resulting oil is dissolved in CHCl3, washed with water, brine, dried over Na2SO4, and concentrated to give 4-chloro-6-phenyl-1,2,6,7-tetrahydroindolo[1,7-ab][1,5]ben... Reactants: C(C1=CC=CC=C1)(C1=CC=CC=C1)N1CC(C1)O (1-benzhydryl-azetidin-3-ol), solid, CN (methyl amine), S(=O)(=O)(C)Cl (mesyl chloride). Run in N1=CC=CC=C1 (pyridine), CN(C)C=O (DMF). Run at time 3 hour. Yields the product C(C1=CC=CC=C1)(C1=CC=CC=C1)N1CC(C1)NC (1-Benzhydryl-N-methylazetidin-3-amine). RXN SMILES: [CH:1]([N:14]1[CH2:17][CH:16](O)[CH2:15]1)([C:8]1[CH:13]=[CH:12][CH:11]=[CH:10][CH:9]=1)[C:2]1[CH:7]=[CH:6][CH:5]=[CH:4][CH:3]=1.S(Cl)(C)(=O)=O.[CH3:24][NH2:25]>N1C=CC=CC=1.CN(C=O)C>[CH:1]([N:14]1[CH2:17][CH:16]([NH:25][CH3:24])[CH2:15]1)([C:8]1[CH:13]=[CH:12][CH:11]=[CH:10][CH:9]=1)[C:2]1[CH:7]=[CH:6][CH:5]=[CH:4][CH:3]=1. Procedure details: A solution of 1-benzhydryl-azetidin-3-ol (15 g, 62.7 mmol) in pyridine (60 mL) was cooled to 0° C., treated with mesyl chloride (6.3 mL, 81 mmol) and stirred at room temperature for 3 hours. The mixture was partitioned between ether (300 mL) and H2O (150 mL). The ether layer was washed with H2O, washed with brine, dried (MgSO4), filtered and concentrated to provide a greenish solid. The solid (23.3 g) was mixed with methyl amine (40% in H2O, 90 mL) in DMF (60 mL), heated at 85° C. for 48 hours, ... Reactants: OC=CC(=O)C1(CC2(C1)CCC2)C ((2-methylspiro[3.3]hept-2-yl) (2-hydroxyvinyl) ketone), S(=O)(Cl)Cl (thionyl chloride). Solvent: C1=CC=CC=C1 (benzene). Run at time 18 hour. Yields the product Cl\C=C\C(=O)C1(CC2(C1)CCC2)C (1-chloro-3-(2-methylspiro[3.3]hept-2-yl)-1E-propen-3-one). Yield: 60.3%. Reaction SMILES: O[CH:2]=[CH:3][C:4]([C:6]1([CH3:13])[CH2:9][C:8]2([CH2:12][CH2:11][CH2:10]2)[CH2:7]1)=[O:5].S(Cl)([Cl:16])=O>C1C=CC=CC=1>[Cl:16]/[CH:2]=[CH:3]/[C:4]([C:6]1([CH3:13])[CH2:9][C:8]2([CH2:12][CH2:11][CH2:10]2)[CH2:7]1)=[O:5]. Procedure: A solution of 4.0 g of (2-methylspiro[3.3]hept-2-yl) (2-hydroxyvinyl) ketone in 25.0 ml of benzene was added dropwise with stirring to 3.95 g of thionyl chloride. The reaction mixture was allowed to stand for 18 hr at 25° C. The product was isolated by distillation (high vacuum) to afford 2.66 g 1-chloro-3-(2-methylspiro[3.3]hept-2-yl)-1E-propen-3-one as a yellow oil (40%). The reactants are C1CCNCC1, CC(=O)O, CC(=O)CC(=O)NC1CC1, O=Cc1ccccc1[N+](=O)[O-], c1ccccc1. Product: O=C(C=Cc1ccccc1[N+](=O)[O-])CC(=O)NC1CC1. RXN SMILES: [CH2:22]1[CH2:23][CH2:24][NH:25][CH2:26][CH2:27]1.[CH3:28][C:29](=[O:30])[OH:31].[CH:12]1([NH:15][C:16]([CH2:17][C:18](=[O:19])[CH3:20])=[O:21])[CH2:13][CH2:14]1.[N+:1](=[O:2])([O-:3])[c:4]1[c:5]([CH:6]=[O:7])[cH:8][cH:9][cH:10][cH:11]1.[cH:32]1[cH:33][cH:34][cH:35][cH:36][cH:37]1>>[N+:1](=[O:2])([O-:3])[c:4]1[c:5]([CH:6]=[CH:20][C:18]([CH2:17][C:16]([NH:15][CH:12]2[CH2:13][CH2:14]2)=[O:21])=[O:19])[cH:8][cH:9][cH:10][cH:11]1. Reactants: Cl (HCl), [OH-].[Na+] (NaOH), C1CCOC1 (THF), COC=1C(C(=NN(C1)C=1C=CC=C2C=CC=NC12)C(=O)OC)=O (methyl 5-methoxy-4-oxo-1-quinolin-8-yl-1,4-dihydropyridazine-3-carboxylate). The solvent is CO (MeOH). Reaction conditions: temperature 80 celsius, time 1 hour. The product is COC=1C(C(=NN(C1)C=1C=CC=C2C=CC=NC12)C(=O)O)=O (5-Methoxy-4-oxo-1-quinolin-8-yl-1,4-dihydropyridazine-3-carboxylic acid). The yield is 75.0%. RXN SMILES: [CH3:1][O:2][C:3]1[C:4](=[O:23])[C:5]([C:19]([O:21]C)=[O:20])=[N:6][N:7]([C:9]2[CH:10]=[CH:11][CH:12]=[C:13]3[C:18]=2[N:17]=[CH:16][CH:15]=[CH:14]3)[CH:8]=1.[OH-].[Na+].C1COCC1.Cl>CO>[CH3:1][O:2][C:3]1[C:4](=[O:23])[C:5]([C:19]([OH:21])=[O:20])=[N:6][N:7]([C:9]2[CH:10]=[CH:11][CH:12]=[C:13]3[C:18]=2[N:17]=[CH:16][CH:15]=[CH:14]3)[CH:8]=1 |f:1.2|. Reported procedure: To a suspension of methyl 5-methoxy-4-oxo-1-quinolin-8-yl-1,4-dihydropyridazine-3-carboxylate (5.00 g, 16.1 mmol) in MeOH (64 mL) were added 1 M NaOH aqueous solution (64 mL) and THF (64 mL) at 0° C. The mixture was heated to 80° C. The homogeneous mixture was cooled to 0° C. To the mixture was added 1 M HCl aqueous solution (64 mL) at 0° C. The mixture was stirred at room temperature for 1 h and concentrated in vacuo. The precipitates were collected by filtration, washed with water and dried in... Reactants: N12C[C@@H](C(CC1)CC2)NCCN2C=CC1=CC=CC(=C21)C(=O)OC ((R)-methyl 1-(2-(quinuclidin-3-ylamino)ethyl)-1H-indole-7-carboxylate), O (H2O), O.[OH-].[Li+] (lithium hydroxide monohydrate). The solvent is C1CCOC1 (THF). Conditions: time 8 hour. Yields the product N12C[C@@H](C(CC1)CC2)NCCN2C=CC1=CC=CC(=C21)C(=O)[O-].[Li+] (lithium (R)-1-(2-(quinuclidin-3-ylamino)ethyl)-1H-indole-7-carboxylate). Reaction SMILES: [N:1]12[CH2:8][CH2:7][CH:4]([CH2:5][CH2:6]1)[C@@H:3]([NH:9][CH2:10][CH2:11][N:12]1[C:20]3[C:15](=[CH:16][CH:17]=[CH:18][C:19]=3[C:21]([O:23]C)=[O:22])[CH:14]=[CH:13]1)[CH2:2]2.O.O.[OH-].[Li+:28]>C1COCC1>[N:1]12[CH2:8][CH2:7][CH:4]([CH2:5][CH2:6]1)[C@@H:3]([NH:9][CH2:10][CH2:11][N:12]1[C:20]3[C:15](=[CH:16][CH:17]=[CH:18][C:19]=3[C:21]([O-:23])=[O:22])[CH:14]=[CH:13]1)[CH2:2]2.[Li+:28] |f:2.3.4,6.7|. Procedure details: To a stirred solution of (R)-methyl 1-(2-(quinuclidin-3-ylamino)ethyl)-1H-indole-7-carboxylate (1.6 g, 5.0 mmol) from Step C above in THF (20 ml) and H2O (20 ml) was added lithium hydroxide monohydrate (632 mg, 15.1 mmol). The mixture was stirred at room temperature overnight and then concentrated under reduced pressure. The residue was dried overnight under vacuum to afford crude lithium (R)-1-(2-(quinuclidin-3-ylamino)ethyl)-1H-indole-7-carboxylate which was used in the next step without furth... Starting materials: C[C@@H]1N(CCNC1)C(=O)OC(C)(C)C ((S)-tert-butyl 2-methylpiperazine-1-carboxylate), BrC=1C=C2C(=CN(C(C2=CC1)=O)S(=O)(=O)C1=CC=CC=C1)CBr (6-bromo-4-(bromomethyl)-2-(phenylsulfonyl)isoquinolin-1(2H)-one). Yields the product BrC=1C=C2C(=CN(C(C2=CC1)=O)S(=O)(=O)C1=CC=CC=C1)CN1C[C@@H](N(CC1)C(=O)OC(C)(C)C)C (tert-Butyl (2S)-4-{[6-bromo-1-oxo-2-(phenylsulfonyl)-1,2-dihydroisoquinolin-4-yl]methyl}-2-methylpiperazine-1-carboxylate). Reaction SMILES: [CH3:1][C@H:2]1[CH2:7][NH:6][CH2:5][CH2:4][N:3]1[C:8]([O:10][C:11]([CH3:14])([CH3:13])[CH3:12])=[O:9].[Br:15][C:16]1[CH:17]=[C:18]2[C:23](=[CH:24][CH:25]=1)[C:22](=[O:26])[N:21]([S:27]([C:30]1[CH:35]=[CH:34][CH:33]=[CH:32][CH:31]=1)(=[O:29])=[O:28])[CH:20]=[C:19]2[CH2:36]Br>>[Br:15][C:16]1[CH:17]=[C:18]2[C:23](=[CH:24][CH:25]=1)[C:22](=[O:26])[N:21]([S:27]([C:30]1[CH:31]=[CH:32][CH:33]=[CH:34][CH:35]=1)(=[O:29])=[O:28])[CH:20]=[C:19]2[CH2:36][N:6]1[CH2:5][CH2:4][N:3]([C:8]([O:10][C:11]([CH3:13])([CH3:12])[CH3:14])=[O:9])[C@@H:2]([CH3:1])[CH2:7]1. Procedure details: The subtitle compound was prepared by the method of Example 11e using (S)-tert-butyl 2-methylpiperazine-1-carboxylate and 6-bromo-4-(bromomethyl)-2-(phenylsulfonyl)isoquinolin-1(2H)-one (Example 11d)